Dataset: the Open Reaction Database (ORD), a public repository of structured organic reaction records. Task: describe an organic reaction: reactants, conditions, products, and yield Reactants: COC(=O)C1=CN=C(S1)CC(O)C=1C(=NOC1C)CCCC (2-[2-(3-Butyl-5-methyl-isoxazol-4-yl)-2-hydroxy-ethyl]-thiazole-5-carboxylic acid methyl ester), S(O)(O)(=O)=O (sulfuric acid), C(C)(C)N (isopropylamine). Reaction conditions: temperature 90 celsius. The product is C(C)(C)NC(=O)C1=CN=C(S1)\C=C\C=1C(=NOC1C)CCCC (2-[(E)-2-(3-Butyl-5-methyl-isoxazol-4-yl)-vinyl]-thiazole-5-carboxylic acid isoprop-ylamide). The yield is 32.6%. RXN SMILES: CO[C:3]([C:5]1[S:9][C:8]([CH2:10][CH:11]([C:13]2[C:14]([CH2:19][CH2:20][CH2:21][CH3:22])=[N:15][O:16][C:17]=2[CH3:18])O)=[N:7][CH:6]=1)=[O:4].S(=O)(=O)(O)O.[CH:28]([NH2:31])([CH3:30])[CH3:29]>>[CH:28]([NH:31][C:3]([C:5]1[S:9][C:8](/[CH:10]=[CH:11]/[C:13]2[C:14]([CH2:19][CH2:20][CH2:21][CH3:22])=[N:15][O:16][C:17]=2[CH3:18])=[N:7][CH:6]=1)=[O:4])([CH3:30])[CH3:29]. Procedure: 2-[2-(3-Butyl-5-methyl-isoxazol-4-yl)-2-hydroxy-ethyl]-thiazole-5-carboxylic acid methyl ester (30 mg, 0.092 mmol) was stirred with concentrated sulfuric acid (0.1 mL) for 30 min, then the reaction mixture quenched with saturated sodium bicarbonate solution and extracted with ethyl acetate. The combined organic phases were dried, filtered and concentrated, then dissolved in toluene (0.5 mL) and isopropylamine (22 mg, 0.37 mmol) and TBD (13 mg, 0.092 mmol) added. The reaction mixture was then hea... The reactants are C1(OCCO1)=O (ethylene carbonate), C(C)C(CN)CCCC (2-ethyl-1-hexylamine), resultant product. Reaction conditions: temperature 50 celsius. Yields the product C(C)C(CNC(OCCO)=O)CCCC (2-Hydroxyethyl 2-Ethyl-1-Hexyl-Carbamate). As a reaction SMILES: [C:1]1(=[O:6])[O:5][CH2:4][CH2:3][O:2]1.[CH2:7]([CH:9]([CH2:12][CH2:13][CH2:14][CH3:15])[CH2:10][NH2:11])[CH3:8]>>[CH2:7]([CH:9]([CH2:12][CH2:13][CH2:14][CH3:15])[CH2:10][NH:11][C:1](=[O:6])[O:2][CH2:3][CH2:4][OH:5])[CH3:8]. Reported procedure: 135 grams (1.5 moles, 98% pure) of ethylene carbonate were charged to a flask and heated to approximately 50° C. to melt it. 198 grams (1.5 moles, 98% pure) of 2-ethyl-1-hexylamine were charged to a dropping funnel and fed drop-wise to the stirred flask contents at a rate sufficient to maintain the reaction mixture at 70° C. during the addition. The resulting mixture was heated at 95° C. for an additional 10 hours. Infrared analysis of the resultant product was consistent with the proposed struc... The reactants are COC(=O)C1CCCN1C(=O)C(CC(C)C)Nc1nc(OC)ns1, CO, [Na+], [OH-]. Product: COc1nsc(NC(CC(C)C)C(=O)N2CCCC2C(=O)O)n1. Reaction SMILES: [CH3:1][O:2][C:3]([CH:4]1[N:5]([C:9]([CH:10]([NH:11][c:12]2[n:13][c:14]([O:17][CH3:18])[n:15][s:16]2)[CH2:19][CH:20]([CH3:21])[CH3:22])=[O:23])[CH2:6][CH2:7][CH2:8]1)=[O:24].[CH3:27][OH:28].[Na+:26].[OH-:25]>>[O:2]=[C:3]([CH:4]1[N:5]([C:9]([CH:10]([NH:11][c:12]2[n:13][c:14]([O:17][CH3:18])[n:15][s:16]2)[CH2:19][CH:20]([CH3:21])[CH3:22])=[O:23])[CH2:6][CH2:7][CH2:8]1)[OH:24]. Reported procedure: This compound was prepared as described above for (8), using 0.5 mmol (139 mg) of cis-9,12,15-octadecatrienoic acid; yield 52 mg (20%); Rf 0.05-0.10 (system B); 1H-NMR (CD3SOCD3, 200 MHz) δ0,9-1.0 (t, 3H, ω-CH3); 1.3(s, 8H, 4CH2); 1.4-1.5(br s, 2H, CH2CH2CO); 2.0-2.2 (m, 6H, CH2CO and 2CH2CH═CH); 2.7-2.9 (br s, 4H, 2HC═CH—CH2—CH═CH ); 2.9-3.1 (m, 2H, CH2Ar); 4.3-4.4 (m, 1H, NHCHCO); 5.2-5.4 (br s, 6H, 3HC═CH); 7.0 (s, 4H, Ar); 8.2-8.4 (m, 3H, NH and 2POH). Yields the product C(CCCCCCC\C=C/CC=CCC=CCC)(=O)N[C@@H](CC1=CC=C(C=C1)OP(=O)(O)O)C(=O)O (N-(cis-9,12,15-octadecatrienoyl)-O-phospho-L-tyrosine). RXN SMILES: [C:1]([NH:22][C@H:23]([C:36]([OH:38])=[O:37])[CH2:24][C:25]1[CH:30]=[CH:29][C:28]([O:31][P:32]([OH:35])([OH:34])=[O:33])=[CH:27][CH:26]=1)(=[O:21])[CH2:2][CH2:3][CH2:4]/[CH:5]=[CH:6]\[CH2:7][CH:8]=[CH:9][CH2:10][CH:11]=[CH:12][CH2:13][CH:14]=[CH:15][CH2:16][CH2:17][CH2:18]CC.C(O)(=O)CCCCCCC/C=C\CC=CCC=CCC>>[C:1]([NH:22][C@H:23]([C:36]([OH:38])=[O:37])[CH2:24][C:25]1[CH:30]=[CH:29][C:28]([O:31][P:32]([OH:35])([OH:34])=[O:33])=[CH:27][CH:26]=1)(=[O:21])[CH2:2][CH2:3][CH2:4][CH2:5][CH2:6][CH2:7][CH2:8]/[CH:9]=[CH:10]\[CH2:11][CH:12]=[CH:13][CH2:14][CH:15]=[CH:16][CH2:17][CH3:18]. The reactants are C(CCC\C=C/CC=CCC=CCC=CCCCCC)(=O)N[C@@H](CC1=CC=C(C=C1)OP(=O)(O)O)C(=O)O (N-(cis-5,8,11,14-eicosatetraenoyl)-O-phospho-L-tyrosine), C(CCCCCCC\C=C/CC=CCC=CCC)(=O)O (cis-9,12,15-octadecatrienoic acid). Starting materials: C=C(c1ccc(=O)[nH]c1)c1cccc(Br)c1, CC#N, O=C([O-])C(F)(F)Cl, [Na+]. Product: C=C(c1ccc(OC(F)F)nc1)c1cccc(Br)c1. Reaction SMILES: [Br:1][c:2]1[cH:3][c:4]([C:8](=[CH2:9])[c:10]2[cH:11][cH:12][c:13](=[O:16])[nH:14][cH:15]2)[cH:5][cH:6][cH:7]1.[CH3:25][C:26]#[N:27].[Cl:17][C:18]([C:19]([O-:20])=[O:21])([F:22])[F:23].[Na+:24]>>[Br:1][c:2]1[cH:3][c:4]([C:8](=[CH2:9])[c:10]2[cH:11][cH:12][c:13]([O:16][CH:18]([F:22])[F:23])[n:14][cH:15]2)[cH:5][cH:6][cH:7]1. The reactants are [Na].OC=CC#N (sodium 3-hydroxyacrylonitrile), C(C)NCC (diethylamine), C(C)(=O)O (acetic acid). Run in C(C)#N (acetonitrile). Run at temperature 25 celsius, time 16 hour. Yields the product C(C)N(C=CC#N)CC (3-diethylaminoacrylonitrile). Isolated yield 63.5%. As a reaction SMILES: [Na].O[CH:3]=[CH:4][C:5]#[N:6].[CH2:7]([NH:9][CH2:10][CH3:11])[CH3:8].C(O)(=O)C>C(#N)C>[CH2:7]([N:9]([CH2:10][CH3:11])[CH:3]=[CH:4][C:5]#[N:6])[CH3:8] |f:0.1,^1:0|. Procedure: 32.5 g (0.25 mol) of sodium-3-hydroxyacrylonitrile (content 70%) is added to a solution of 25.6 g (0.35 mol) of diethylamine, 21.0 g (0.35 mol) of acetic acid and 150 ml of acetonitrile, and the mixture is stirred for 16 h at 25° C. After working up as in Example 50, 19.7 g of 3-diethylaminoacrylonitrile was obtained (63.6%).